This data is from the Open Reaction Database (ORD), a public repository of structured organic reaction records. The task is: describe an organic reaction: reactants, conditions, products, and yield As a reaction SMILES: [Cl:1][C:2]1[CH:12]=[C:11]([C:13]([F:16])([F:15])[F:14])[CH:10]=[CH:9][C:3]=1[O:4][CH2:5][C:6]([OH:8])=O.[CH2:17]([N:19]([CH2:33][CH3:34])[CH2:20][CH2:21][O:22][C:23]1[CH:28]=[CH:27][C:26]([NH2:29])=[CH:25][C:24]=1[N+:30]([O-:32])=[O:31])[CH3:18]>>[Cl:1][C:2]1[CH:12]=[C:11]([C:13]([F:16])([F:15])[F:14])[CH:10]=[CH:9][C:3]=1[O:4][CH2:5][C:6]([NH:29][C:26]1[CH:27]=[CH:28][C:23]([O:22][CH2:21][CH2:20][N:19]([CH2:17][CH3:18])[CH2:33][CH3:34])=[C:24]([N+:30]([O-:32])=[O:31])[CH:25]=1)=[O:8]. The reactants are ClC1=C(OCC(=O)O)C=CC(=C1)C(F)(F)F ((2-chloro-4-trifluoromethyl-phenoxy)-acetic acid), C(C)N(CCOC1=C(C=C(C=C1)N)[N+](=O)[O-])CC (4-(2-diethylamino-ethoxy)-3-nitro-phenylamine). Procedure details: Prepared analogously to Example 143 starting from (2-chloro-4-trifluoromethyl-phenoxy)-acetic acid (Z2b) and 4-(2-diethylamino-ethoxy)-3-nitro-phenylamine (Z31a). Yields the product ClC1=C(OCC(=O)NC2=CC(=C(C=C2)OCCN(CC)CC)[N+](=O)[O-])C=CC(=C1)C(F)(F)F (2-(2-chloro-4-trifluoromethyl-phenoxy)-N-[4-(2-diethylamino-ethoxy)-3-nitro-phenyl]-acetamide).